Dataset: the Open Reaction Database (ORD), a public repository of structured organic reaction records. Task: describe an organic reaction: reactants, conditions, products, and yield Reactants: C1(CCCCC1)C1=CC=C2N=C3CCCCC3=C(C2=C1)O (7-Cyclohexyl-9-hydroxy-1,2,3,4-tetrahydroacridine), O=P(Cl)(Cl)Cl (POCl3). Yields the product ClC=1C2=CC(=CC=C2N=C2CCCCC12)C1CCCCC1 (9-Chloro-7-cyclohexyl-1,2,3,4-tetrahydroacridine). RXN SMILES: [CH:1]1([C:7]2[CH:20]=[C:19]3[C:10]([N:11]=[C:12]4[C:17](=[C:18]3O)[CH2:16][CH2:15][CH2:14][CH2:13]4)=[CH:9][CH:8]=2)[CH2:6][CH2:5][CH2:4][CH2:3][CH2:2]1.O=P(Cl)(Cl)[Cl:24]>>[Cl:24][C:18]1[C:19]2[C:10]([N:11]=[C:12]3[C:17]=1[CH2:16][CH2:15][CH2:14][CH2:13]3)=[CH:9][CH:8]=[C:7]([CH:1]1[CH2:6][CH2:5][CH2:4][CH2:3][CH2:2]1)[CH:20]=2. Procedure details: 7-Cyclohexyl-9-hydroxy-1,2,3,4-tetrahydroacridine (15.539 g) was refluxed for 45 minutes in 100 mL of POCl3. At the end of this time the reaction mixture was concentrated under reduced pressure and the residue was distributed between water and ether. Aqueous ammonia was added portionwise with shaking until all the organic material was dissolved in the ether layer. Evaporation and recrystallization of the residue from methanol gave 14.81 g of analytically pure product, mp 89°-91° C. Reactants: ketone, ClC=1C=CC(=C(C(=O)C2=C(C=CC=C2)F)C1)O (5-chloro-2'-fluoro-2-hydroxybenzophenone), solution, B#B (diborane). Solvent: C1CCOC1 (THF), C1CCOC1 (THF). Run at time 5 minute. Yields the product ClC=1C=CC(=C(C(C2=C(C=CC=C2)F)O)C1)O (5-Chloro-2'-fluoro-2-hydroxybenzhydrol). As a reaction SMILES: [Cl:1][C:2]1[CH:3]=[CH:4][C:5]([OH:17])=[C:6]([CH:16]=1)[C:7]([C:9]1[CH:14]=[CH:13][CH:12]=[CH:11][C:10]=1[F:15])=[O:8].B#B>C1COCC1>[Cl:1][C:2]1[CH:3]=[CH:4][C:5]([OH:17])=[C:6]([CH:16]=1)[CH:7]([OH:8])[C:9]1[CH:14]=[CH:13][CH:12]=[CH:11][C:10]=1[F:15]. Procedure details: Under anhydrous conditions, a stirred solution of 25.0 g (99.5 mmoles) of 5-chloro-2'-fluoro-2-hydroxybenzophenone in 250 ml of anhydrous THF was heated to reflux. The heat source was removed and 115 ml (115 mmoles) of a solution (1M in BH3) of diborane in THF was added rapidly from a dropping funnel; foaming and some refluxing occurred. After addition, external heating was resumed and refluxing was continued for 5 min. A few minutes after heating was resumed, the yellow color of the ketone was ... The reactants are Cc1ccccc1C, Nc1cc(Cl)nc(N)[n+]1[O-], C1=CCNCC1, [Na+], [OH-], O. The product is Nc1cc(N2CC=CCC2)nc(N)[n+]1[O-]. RXN SMILES: [CH3:11][c:12]1[c:13]([CH3:14])[cH:15][cH:16][cH:17][cH:18]1.[NH2:1][c:2]1[n:3][c:4]([Cl:10])[cH:5][c:6]([NH2:9])[n+:7]1[O-:8].[NH:19]1[CH2:20][CH:21]=[CH:22][CH2:23][CH2:24]1.[Na+:26].[OH-:25].[OH2:27]>>[NH2:1][c:2]1[n:3][c:4]([N:19]2[CH2:20][CH:21]=[CH:22][CH2:23][CH2:24]2)[cH:5][c:6]([NH2:9])[n+:7]1[O-:8]. Reactants: COC(=O)CC(NS(=O)C(C)(C)C)(c1cc(F)cc(C(F)(F)F)c1)c1ccc(Cl)cn1, N, OCCO. Yields the product CC(C)(C)S(=O)NC(CC(N)=O)(c1cc(F)cc(C(F)(F)F)c1)c1ccc(Cl)cn1. RXN SMILES: [Cl:1][c:2]1[cH:3][cH:4][c:5]([C:8]([CH2:9][C:10]([O:12][CH3:11])=[O:13])([NH:14][S:15](=[O:16])[C:17]([CH3:18])([CH3:19])[CH3:20])[c:21]2[cH:22][c:23]([F:31])[cH:24][c:25]([C:27]([F:28])([F:29])[F:30])[cH:26]2)[n:6][cH:7]1.[NH3:32].[OH:33][CH2:34][CH2:35][OH:36]>>[Cl:1][c:2]1[cH:3][cH:4][c:5]([C:8]([CH2:9][C:10](=[O:12])[NH2:32])([NH:14][S:15](=[O:16])[C:17]([CH3:18])([CH3:19])[CH3:20])[c:21]2[cH:22][c:23]([F:31])[cH:24][c:25]([C:27]([F:28])([F:29])[F:30])[cH:26]2)[n:6][cH:7]1.